From a dataset of the Open Reaction Database (ORD), a public repository of structured organic reaction records. describe an organic reaction: reactants, conditions, products, and yield Reactants: ClC1=NC=C(C(=C1)C=1NC2=CC=CC(=C2C1)F)C=C (2-(2-chloro-5-vinylpyridin-4-yl)-4-fluoro-1H-indole), CS(=O)C (DMSO), [OH-].[K+] (KOH). The reagents and catalysts are [N+](CCCC)(CCCC)(CCCC)CCCC.[Cl-] (Bu4NCl). Solvent: O (H2O). Run at temperature 100 celsius, time 3 hour. The product is ClC=1N=CC=2CCN3C(C2C1)=CC=1C(=CC=CC13)F (2-chloro-11-fluoro-5,6-dihydroindolo[2,1-a][2,6]naphthyridine). The yield is 22.4%. RXN SMILES: [Cl:1][C:2]1[CH:7]=[C:6]([C:8]2[NH:9][C:10]3[C:15]([CH:16]=2)=[C:14]([F:17])[CH:13]=[CH:12][CH:11]=3)[C:5]([CH:18]=[CH2:19])=[CH:4][N:3]=1.CS(C)=O.[OH-].[K+]>[N+](CCCC)(CCCC)(CCCC)CCCC.[Cl-].O>[Cl:1][C:2]1[N:3]=[CH:4][C:5]2[CH2:18][CH2:19][N:9]3[C:10]4[CH:11]=[CH:12][CH:13]=[C:14]([F:17])[C:15]=4[CH:16]=[C:8]3[C:6]=2[CH:7]=1 |f:2.3,4.5|. Procedure: A solution of 2-(2-chloro-5-vinylpyridin-4-yl)-4-fluoro-1H-indole (50 mg, 0.18 mmol), Bu4NCl (0.07 mL of 50% a.q. solution), DMSO (0.25 mL) and KOH (0.6 mL of 60% a.q. solution) was stirred at 100° C. for 3 hours. Then the mixture was diluted with H2O, extracted with EtOAc, then the combined organic phase was washed with brine, dried over Na2SO4 and concentrated in vacuo to give the crude product. It was purified by column (PE:EA=3:1) to obtain the product of 2-chloro-11-fluoro-5,6-dihydroindolo... Procedure: A mixture of 67.2 mL of acetic anhydride and 28.8 mL of formic acid was heated at 50-60° C. oil bath temperature for 3 h and then cooled to rt to give formic-acetic anhydride, which was then slowly added into the solid ethyl 2-(aminomethyl)-3-pyridinecarboxylate HCl and then stirred at rt for 8 h. Excess reagent was evaporated to give a residue, which was neutralized by very slow addition of sat NaHCO3 solution. Solution was extracted with DCM, dried and evaporated to provide imidazo[1,5-a]pyrid... Reaction SMILES: Cl.[NH2:2][CH2:3][C:4]1[C:9](C(OCC)=O)=[CH:8][CH:7]=[CH:6][N:5]=1.[C:15]([O-])(O)=O.[Na+]>>[CH:3]1[N:2]=[CH:15][N:5]2[CH:6]=[CH:7][CH:8]=[CH:9][C:4]=12 |f:0.1,2.3|. Conditions: time 8 hour. Starting materials: Cl.NCC1=NC=CC=C1C(=O)OCC (ethyl 2-(aminomethyl)-3-pyridinecarboxylate HCl), C(=O)(O)[O-].[Na+] (NaHCO3). The product is C=1N=CN2C1C=CC=C2 (imidazo[1,5-a]pyridine). The reactants are C(C)(C)(C)OC([C@H]1N(CCC1)CC([C@@H](NC([C@@H](NC(=O)OCC1=CC=CC=C1)CCC(N)=O)=O)CC1=CC=CC=C1)=O)=O (N-[[N-[N-(benzyloxycarbonyl)-L-glutaminyl]-L-phenylalanyl]methyl]-L-proline tert.butyl ester), [BH4-].[Na+] (sodium borohydride). The solvent is C(C)(C)O (isopropanol). Product: C(C)(C)(C)OC([C@H]1NCCC1)=O (L-proline tert.butyl ester). As a reaction SMILES: [C:1]([O:5][C:6](=[O:43])[C@@H:7]1[CH2:11][CH2:10][CH2:9][N:8]1CC(=O)[C@H](CC1C=CC=CC=1)NC(=O)[C@H](CCC(=O)N)NC(OCC1C=CC=CC=1)=O)([CH3:4])([CH3:3])[CH3:2].[BH4-].[Na+]>C(O)(C)C>[C:1]([O:5][C:6](=[O:43])[C@@H:7]1[CH2:11][CH2:10][CH2:9][NH:8]1)([CH3:4])([CH3:2])[CH3:3] |f:1.2|. Procedure: 0.55 g (0.93 mmol) of N-[[N-[N-(benzyloxycarbonyl)-L-glutaminyl]-L-phenylalanyl]methyl]-L-proline tert.butyl ester, prepared as described in Example 6, was reduced in 15 ml of isopropanol in the presence of 90 mg of sodium borohydride as described in Example 7. After working-up, the product was chromatographed on silica gel using 2% methanol in chloroform for the elution. There were obtained 60 mg of isomer 1 of N-[3(S)-[[N-(benzyloxycarbonyl)-L-glutaminyl]amino]-2(R or S)-hydroxy-4-phenylbutyl]...